This data is from the Open Reaction Database (ORD), a public repository of structured organic reaction records. The task is: describe an organic reaction: reactants, conditions, products, and yield Reactants: O=C(O)c1cc(Br)ccc1F, CNOC, Cl, O, c1ccncc1. Yields the product CON(C)C(=O)c1cc(Br)ccc1F. RXN SMILES: [Br:1][c:2]1[cH:3][cH:4][c:5]([F:11])[c:6]([C:7](=[O:8])[OH:9])[cH:10]1.[CH3:13][NH:14][O:15][CH3:16].[ClH:12].[OH2:23].[cH:17]1[cH:18][cH:19][n:20][cH:21][cH:22]1>>[Br:1][c:2]1[cH:3][cH:4][c:5]([F:11])[c:6]([C:7](=[O:8])[N:14]([CH3:13])[O:15][CH3:16])[cH:10]1. Reactants: CC1(CC(OC2=C1C=CC=C2)=O)C (3,4-dihydro-4,4-dimethyl-2-oxo-2H-1-benzopyran), C(=O)[O-].[NH4+] (ammonium formate). Reagents/catalysts: [Pd] (Pd-C). The solvent is C(C)O (ethanol). Run at temperature 80 celsius. Yields the product NC=1C=CC2=C(C(CC(O2)=O)(C)C)C1 (6-amino-3,4-dihydro-4,4-dimethyl-2-oxo-2H-1-benzopyran). RXN SMILES: [CH3:1][C:2]1([CH3:13])[C:7]2[CH:8]=[CH:9][CH:10]=[CH:11][C:6]=2[O:5][C:4](=[O:12])[CH2:3]1.C([O-])=O.[NH4+:17]>C(O)C.[Pd]>[NH2:17][C:9]1[CH:10]=[CH:11][C:6]2[O:5][C:4](=[O:12])[CH2:3][C:2]([CH3:13])([CH3:1])[C:7]=2[CH:8]=1 |f:1.2|. Reported procedure: To a suspension of 1.5 g 10% Pd-C in 300 ml ethanol were added under an atmosphere of argon 29.2 g (132.0 mmol) 3,4-dihydro-4,4-dimethyl-6-nitro-2-oxo-2H-1-benzopyran (prepared by nitration of 3,4-dihydro-4,4-dimethyl-2-oxo-2H-1-benzopyran according to J. Am. Chem. Soc. 1970, 92, 4377, the disclosure of which is incorporated herein by reference) and 21.4 g (339.4 mmol) ammonium formate. The temperature raised for approximately 1 hour to 50° C. accompanied by a gas evolution, and it was heated fo... Reactants: C(C1=CC=CC=C1)OC(=O)C1(CCCC1)N(S(=O)(=O)C1=CC=C(C=C1)C1=CC=C(C=C1)F)CCCO[Si](C)(C)C(C)(C)C (1-[[3-(tert-butyl-dimethylsilanyloxy)propyl]-(4'-fluorobiphenyl-4-sulfonyl)amino]cyclopentanecarboxylic acid benzyl ester), B(F)(F)F.CCOCC (boron trifluoride etherate). Solvent: C(Cl)Cl (methylene chloride). Run at time 45 minute. The product is C(C1=CC=CC=C1)OC(=O)C1(CCCC1)N(CCCO)S(=O)(=O)C1=CC=C(C=C1)C1=CC=C(C=C1)F (1-[(4'-fluorobiphenyl-4-sulfonyl)-(3-hydroxypropyl)amino]cyclopentane carboxylic acid benzyl ester). Yield: 98.9%. As a reaction SMILES: [CH2:1]([O:8][C:9]([C:11]1([N:16]([CH2:33][CH2:34][CH2:35][O:36][Si](C(C)(C)C)(C)C)[S:17]([C:20]2[CH:25]=[CH:24][C:23]([C:26]3[CH:31]=[CH:30][C:29]([F:32])=[CH:28][CH:27]=3)=[CH:22][CH:21]=2)(=[O:19])=[O:18])[CH2:15][CH2:14][CH2:13][CH2:12]1)=[O:10])[C:2]1[CH:7]=[CH:6][CH:5]=[CH:4][CH:3]=1.B(F)(F)F.CCOCC>C(Cl)Cl>[CH2:1]([O:8][C:9]([C:11]1([N:16]([S:17]([C:20]2[CH:21]=[CH:22][C:23]([C:26]3[CH:31]=[CH:30][C:29]([F:32])=[CH:28][CH:27]=3)=[CH:24][CH:25]=2)(=[O:19])=[O:18])[CH2:33][CH2:34][CH2:35][OH:36])[CH2:15][CH2:14][CH2:13][CH2:12]1)=[O:10])[C:2]1[CH:3]=[CH:4][CH:5]=[CH:6][CH:7]=1 |f:1.2|. Procedure details: To a solution of the crude 1-[[3-(tert-butyl-dimethylsilanyloxy)propyl]-(4'-fluorobiphenyl-4-sulfonyl)amino]cyclopentanecarboxylic acid benzyl ester (27.35 grams) in methylene chloride (450 mL) at room temperature was added boron trifluoride etherate (11 mL, 89.4 mmol). After 45 minutes, the reaction was quenched by sequential addition of saturated ammonium chloride solution and water. The organic phase was separated, washed with water and brine and dried over magnesium sulfate. Evaporation of t... The reactants are COC(=O)C1CCC(CNS(=O)(=O)c2ccc(C(F)(F)F)cc2)CC1, CO, Cl, [K+], [OH-], O. Yields the product O=C(O)C1CCC(CNS(=O)(=O)c2ccc(C(F)(F)F)cc2)CC1. As a reaction SMILES: [CH3:1][O:2][C:3](=[O:4])[CH:5]1[CH2:6][CH2:7][CH:8]([CH2:11][NH:12][S:13](=[O:14])(=[O:15])[c:16]2[cH:17][cH:18][c:19]([C:22]([F:23])([F:24])[F:25])[cH:20][cH:21]2)[CH2:9][CH2:10]1.[CH3:29][OH:30].[ClH:28].[K+:27].[OH-:26].[OH2:31]>>[O:2]=[C:3]([OH:4])[CH:5]1[CH2:6][CH2:7][CH:8]([CH2:11][NH:12][S:13](=[O:14])(=[O:15])[c:16]2[cH:17][cH:18][c:19]([C:22]([F:23])([F:24])[F:25])[cH:20][cH:21]2)[CH2:9][CH2:10]1. Reaction SMILES: [NH2:1][C:2]1[CH:7]=[CH:6][C:5]([CH2:8][C:9]([O:11][CH2:12][CH3:13])=[O:10])=[CH:4][CH:3]=1.[CH3:14][Si:15]([CH3:32])([CH3:31])[CH2:16][CH2:17][CH2:18][CH2:19][CH2:20][CH2:21][CH2:22][CH2:23][CH2:24][CH2:25][CH2:26][CH2:27][CH2:28][CH2:29]Br.C(=O)([O-])[O-].[K+].[K+].CN(C)P(N(C)C)(N(C)C)=O>O>[CH3:14][Si:15]([CH3:31])([CH3:32])[CH2:16][CH2:17][CH2:18][CH2:19][CH2:20][CH2:21][CH2:22][CH2:23][CH2:24][CH2:25][CH2:26][CH2:27][CH2:28][CH2:29][NH:1][C:2]1[CH:3]=[CH:4][C:5]([CH2:8][C:9]([O:11][CH2:12][CH3:13])=[O:10])=[CH:6][CH:7]=1 |f:2.3.4|. Yields the product C[Si](CCCCCCCCCCCCCCNC1=CC=C(C=C1)CC(=O)OCC)(C)C (ethyl 4-[14-(trimethylsilyl)tetradecylamino]phenylacetate). Procedure details: A solution of 8.2 g. of 4-aminophenylacetic acid, 150 ml. of absolute ethanol, and 3 ml. of boron trifluoride etherate is heated to reflux for 15 hours. The solution is concentrated by distillation and then evaporated to dryness in vacuo. The residue is dissolved in ethyl ether, washed with aqueous sodium bicarbonate, dried, and evaporated to yield ethyl 4-aminophenylacetate. A mixture of 5.0 g. of this amine, 9.7 g. of 14-(trimethylsilyl)tetradecyl bromide, 4.2 g. of anhydrous potassium carbona... The solvent is O (water). Starting materials: NC1=CC=C(C=C1)CC(=O)OCC (ethyl 4-aminophenylacetate), CN(P(=O)(N(C)C)N(C)C)C (hexamethylphosphoramide), C[Si](CCCCCCCCCCCCCCBr)(C)C (14-(trimethylsilyl)tetradecyl bromide), C([O-])([O-])=O.[K+].[K+] (potassium carbonate). The reactants are C(C)(C)N(CC)C(C)C (IPEA), C1COC(=O)N1P(=O)(N2CCOC2=O)Cl (BOPCl), ClCCCC(C(=O)O)C1=C(C=C(C=C1F)F)F (5-chloro-2-(2,4,6-trifluorophenyl)pentanoic acid), C(NN)(=O)OC(C)(C)C (tert-butyl carbazate), Cl (hydrochloric acid). The yield is 41.9%. Reported procedure: IPEA (1.1 mL) and BOPCl (798 mg) were added to a solution of 5-chloro-2-(2,4,6-trifluorophenyl)pentanoic acid (560 mg) synthesized according to the method described in Tetrahedron Letters, 2003, vol. 44, p. 365 and tert-butyl carbazate (276 mg) in methylene chloride (5 mL), and the reaction solution was stirred at room temperature for one hour. Ethyl acetate and 1 N aqueous hydrochloric acid were added to the reaction solution, and the organic layer was separated. The resulting organic layer was... Run in C(Cl)Cl (methylene chloride), C(C)(=O)OCC (Ethyl acetate). Product: ClCCCC(C(=O)NNC(=O)OC(C)(C)C)C1=C(C=C(C=C1F)F)F (tert-butyl N′-[5-chloro-2-(2,4,6-trifluorophenyl)pentanoyl]hydrazinecarboxylate). As a reaction SMILES: C(N(C(C)C)CC)(C)C.C1N(P(Cl)(N2C(=O)OCC2)=O)C(=O)OC1.[Cl:25][CH2:26][CH2:27][CH2:28][CH:29]([C:33]1[C:38]([F:39])=[CH:37][C:36]([F:40])=[CH:35][C:34]=1[F:41])[C:30]([OH:32])=O.[C:42]([O:46][C:47]([CH3:50])([CH3:49])[CH3:48])(=[O:45])[NH:43][NH2:44].Cl>C(Cl)Cl.C(OCC)(=O)C>[Cl:25][CH2:26][CH2:27][CH2:28][CH:29]([C:33]1[C:38]([F:39])=[CH:37][C:36]([F:40])=[CH:35][C:34]=1[F:41])[C:30]([NH:44][NH:43][C:42]([O:46][C:47]([CH3:50])([CH3:49])[CH3:48])=[O:45])=[O:32]. Reactants: C(C)[C@@H]1CC[C@H](CC1)CCC1=CC=C(C(=O)O)C=C1 (4-[2-(trans-4-Ethylcyclohexyl)ethyl]-benzoic acid), S(=O)(Cl)Cl (thionyl chloride). The product is C(C)[C@@H]1CC[C@H](CC1)CCC1=CC=C(C(=O)Cl)C=C1 (4-[2-(trans-4-ethylcyclohexyl)ethyl]benzoyl chloride). The yield is 100.0%. Reaction SMILES: [CH2:1]([C@H:3]1[CH2:8][CH2:7][C@H:6]([CH2:9][CH2:10][C:11]2[CH:19]=[CH:18][C:14]([C:15](O)=[O:16])=[CH:13][CH:12]=2)[CH2:5][CH2:4]1)[CH3:2].S(Cl)([Cl:22])=O>>[CH2:1]([C@H:3]1[CH2:8][CH2:7][C@H:6]([CH2:9][CH2:10][C:11]2[CH:19]=[CH:18][C:14]([C:15]([Cl:22])=[O:16])=[CH:13][CH:12]=2)[CH2:5][CH2:4]1)[CH3:2]. Procedure details: 4-[2-(trans-4-Ethylcyclohexyl)ethyl]-benzoic acid (10.5 gram, 40.38 m moles) prepared as in Example 2 was refluxed with thionyl chloride (60 ml) for 1 hour. The excess thionyl chloride was then distilled off to give 4-[2-(trans-4-ethylcyclohexyl)ethyl]benzoyl chloride (11.2 gram 100% of theory). Reactants: O=C(c1ncc[nH]1)c1ncc[nH]1, CN1CCC2CN(c3ccc(N)cc3)CC21, Clc1ccc(C2CCNCC2)cc1. The product is CN1CCC2CN(c3ccc(NC(=O)N4CCC(c5ccc(Cl)cc5)CC4)cc3)CC21. RXN SMILES: [C:17](=[O:18])([c:19]1[nH:20][cH:21][cH:22][n:23]1)[c:24]1[nH:25][cH:26][cH:27][n:28]1.[CH3:1][N:2]1[CH:3]2[CH:4]([CH2:5][CH2:6]1)[CH2:7][N:8]([c:10]1[cH:11][cH:12][c:13]([NH2:16])[cH:14][cH:15]1)[CH2:9]2.[Cl:29][c:30]1[cH:31][cH:32][c:33]([CH:36]2[CH2:37][CH2:38][NH:39][CH2:40][CH2:41]2)[cH:34][cH:35]1>>[CH3:1][N:2]1[CH:3]2[CH:4]([CH2:5][CH2:6]1)[CH2:7][N:8]([c:10]1[cH:11][cH:12][c:13]([NH:16][C:17](=[O:18])[N:39]3[CH2:38][CH2:37][CH:36]([c:33]4[cH:32][cH:31][c:30]([Cl:29])[cH:35][cH:34]4)[CH2:41][CH2:40]3)[cH:14][cH:15]1)[CH2:9]2. Reaction SMILES: [Cl:1][CH2:2][CH2:3][CH2:4][CH2:5][O:6][C:7]1[CH:16]=[CH:15][C:10]([C:11]([O:13]C)=[O:12])=[CH:9][CH:8]=1.[OH-].[Na+].OS([O-])(=O)=O.[K+]>C(O)C>[Cl:1][CH2:2][CH2:3][CH2:4][CH2:5][O:6][C:7]1[CH:8]=[CH:9][C:10]([C:11]([OH:13])=[O:12])=[CH:15][CH:16]=1 |f:1.2,3.4|. Yields the product ClCCCCOC1=CC=C(C(=O)O)C=C1 (4-(4-Chlorobutyloxy)benzoic acid). Solvent: C(C)O (ethanol). Reactants: ClCCCCOC1=CC=C(C(=O)OC)C=C1 (Methyl 4-(4-Chlorobutyloxy)benzoate), [OH-].[Na+] (NaOH), OS(=O)(=O)[O-].[K+] (KHSO4). Reaction conditions: temperature 60 celsius. Reported procedure: A mixture of 24-2 (3.0 g, 12.4 mmol), 1N NaOH (30 mL), and ethanol was heated at 60° C. for 1.0 hour. The cooled reaction mixture was acidified with 10% KHSO4 and then extracted with EtOAc. The EtOAc portion was washed with brine, dried (MgSO4) and concentrated to give 24-3 as a white solid.